From a dataset of the Open Reaction Database (ORD), a public repository of structured organic reaction records. describe an organic reaction: reactants, conditions, products, and yield The reactants are solid, BrC1=CC(=CC=2C=C3N(C12)CCCNC3=O)C#N (7-bromo-1-oxo-2,3,4,5-tetrahydro-[1,4]diazepino[1,2-a]indole-9-carbonitrile), BrC1=CC(=CC=2C=C3N(C12)CCCNC3=O)C#N (7-bromo-1-oxo-2,3,4,5-tetrahydro-[1,4]diazepino[1,2-a]indole-9-carbonitrile), ClC1=CC=C(C=C1)B(O)O (4-chloro-phenylboronic acid). Product: ClC1=CC=C(C=C1)C1=CC(=CC=2C=C3N(C12)CCCNC3=O)C#N (7-(4-Chlorophenyl)-1-oxo-2,3,4,5-tetrahydro-[1,4]diazepino[1,2-a]indole-9-carbonitrile). Reaction SMILES: Br[C:2]1[C:10]2[N:9]3[CH2:11][CH2:12][CH2:13][NH:14][C:15](=[O:16])[C:8]3=[CH:7][C:6]=2[CH:5]=[C:4]([C:17]#[N:18])[CH:3]=1.[Cl:19][C:20]1[CH:25]=[CH:24][C:23](B(O)O)=[CH:22][CH:21]=1>>[Cl:19][C:20]1[CH:25]=[CH:24][C:23]([C:2]2[C:10]3[N:9]4[CH2:11][CH2:12][CH2:13][NH:14][C:15](=[O:16])[C:8]4=[CH:7][C:6]=3[CH:5]=[C:4]([C:17]#[N:18])[CH:3]=2)=[CH:22][CH:21]=1. Reported procedure: The title compound, light grey solid (76 mg, 91%), MS (ISP) m/z=336.4 [(M+H)+], mp 245.5° C., was prepared in accordance with the general method of example 1 from 7-bromo-1-oxo-2,3,4,5-tetrahydro-[1,4]diazepino[1,2-a]indole-9-carbonitrile (intermediate 20) (76.0 mg, 0.25 mmol) and commercially available 4-chloro-phenylboronic acid (50.8 mg, 0.325 mmol). The reactants are Cl.Cl.NC1=CC(=C(C(=O)NC[C@@H]2[C@@H](CNCC2)OC)C=C1Cl)OC (cis-4-Amino-5-chloro-2-methoxy-N-((3-methoxypiperidin-4-yl)methyl)-benzamide dihydrochloride), BrCCCCCC(=O)C1=CC=CC=C1 (6-bromo-1-phenyl-1-hexanone), C([O-])([O-])=O.[K+].[K+] (potassium carbonate). Yields the product NC1=CC(=C(C(=O)NC[C@@H]2[C@@H](CN(CC2)CCCCCC(C2=CC=CC=C2)=O)OC)C=C1Cl)OC (cis-4-amino-5-chloro-2-methoxy-N-((3-methoxy-1-(6-oxo-6-phenylhexyl)-piperidin-4-yl)methyl)benzamide). Isolated yield 60.8%. As a reaction SMILES: Cl.Cl.[NH2:3][C:4]1[C:21]([Cl:22])=[CH:20][C:7]([C:8]([NH:10][CH2:11][C@H:12]2[CH2:17][CH2:16][NH:15][CH2:14][C@H:13]2[O:18][CH3:19])=[O:9])=[C:6]([O:23][CH3:24])[CH:5]=1.Br[CH2:26][CH2:27][CH2:28][CH2:29][CH2:30][C:31]([C:33]1[CH:38]=[CH:37][CH:36]=[CH:35][CH:34]=1)=[O:32].C(=O)([O-])[O-].[K+].[K+]>>[NH2:3][C:4]1[C:21]([Cl:22])=[CH:20][C:7]([C:8]([NH:10][CH2:11][C@H:12]2[CH2:17][CH2:16][N:15]([CH2:26][CH2:27][CH2:28][CH2:29][CH2:30][C:31](=[O:32])[C:33]3[CH:38]=[CH:37][CH:36]=[CH:35][CH:34]=3)[CH2:14][C@H:13]2[O:18][CH3:19])=[O:9])=[C:6]([O:23][CH3:24])[CH:5]=1 |f:0.1.2,4.5.6|. Procedure: cis-4-Amino-5-chloro-2-methoxy-N-((3-methoxypiperidin-4-yl)methyl)-benzamide dihydrochloride (0.88 g) as a starting compound, 6-bromo-1-phenyl-1-hexanone (0.67 g) and potassium carbonate (1.37 g) were reacted and purified in the same manner as in Example 172 to give 0.67 g of cis-4-amino-5-chloro-2-methoxy-N-((3-methoxy-1-(6-oxo-6-phenylhexyl)-piperidin-4-yl)methyl)benzamide, m.p. 99°-101° C. Reported procedure: A mixture of 2-amino-4'-methanesulphonylbiphenyl hydrochloride (2.3 g), N-cyanopiperidine (1.3 g) and m-cresol (10 ml) was heated at 90°-95° C. for 10 hours to give N-(4'-methanesulphonyl-2-biphenylyl)piperidine-1-carboxamidine (m.p. 128°-129° C.) which was recrystallised from hexane. Starting materials: Cl.NC1=C(C=CC=C1)C1=CC=C(C=C1)S(=O)(=O)C (2-amino-4'-methanesulphonylbiphenyl hydrochloride), C(#N)N1CCCCC1 (N-cyanopiperidine). RXN SMILES: Cl.[NH2:2][C:3]1[CH:8]=[CH:7][CH:6]=[CH:5][C:4]=1[C:9]1[CH:14]=[CH:13][C:12]([S:15]([CH3:18])(=[O:17])=[O:16])=[CH:11][CH:10]=1.[C:19]([N:21]1[CH2:26][CH2:25][CH2:24][CH2:23][CH2:22]1)#[N:20]>C1C(O)=CC=CC=1C>[CH3:18][S:15]([C:12]1[CH:13]=[CH:14][C:9]([C:4]2[CH:5]=[CH:6][CH:7]=[CH:8][C:3]=2[NH:2][C:19]([N:21]2[CH2:26][CH2:25][CH2:24][CH2:23][CH2:22]2)=[NH:20])=[CH:10][CH:11]=1)(=[O:17])=[O:16] |f:0.1|. The solvent is C1=C(C=CC=C1O)C (m-cresol). Product: CS(=O)(=O)C1=CC=C(C=C1)C1=C(C=CC=C1)NC(=N)N1CCCCC1 (N-(4'-methanesulphonyl-2-biphenylyl)piperidine-1-carboxamidine). The reactants are [Br-], CC(C)C[Mg+], COc1ccc2c(Cl)nc(Nc3cc(C)[nH]n3)cc2c1. The product is COc1ccc2c(CC(C)C)nc(Nc3cc(C)[nH]n3)cc2c1. As a reaction SMILES: [Br-:21].[CH2:22]([CH:23]([CH3:24])[CH3:25])[Mg+:26].[Cl:1][c:2]1[n:3][c:4]([NH:14][c:15]2[n:16][nH:17][c:18]([CH3:20])[cH:19]2)[cH:5][c:6]2[cH:7][c:8]([O:12][CH3:13])[cH:9][cH:10][c:11]12>>[c:2]1([CH2:22][CH:23]([CH3:24])[CH3:25])[n:3][c:4]([NH:14][c:15]2[n:16][nH:17][c:18]([CH3:20])[cH:19]2)[cH:5][c:6]2[cH:7][c:8]([O:12][CH3:13])[cH:9][cH:10][c:11]12.